describe an organic reaction: reactants, conditions, products, and yield From a dataset of the Open Reaction Database (ORD), a public repository of structured organic reaction records. Starting materials: Fc1cc(-c2ncon2)ccc1C(Br)Br, C1CCOC1, CCN(C(C)C)C(C)C, CCOP([O-])OCC. The product is Fc1cc(-c2ncon2)ccc1CBr. As a reaction SMILES: [Br:1][CH:2]([c:3]1[c:4]([F:14])[cH:5][c:6](-[c:9]2[n:10][o:11][cH:12][n:13]2)[cH:7][cH:8]1)[Br:15].[CH2:33]1[O:34][CH2:35][CH2:36][CH2:37]1.[CH:16]([N:17]([CH:18]([CH3:19])[CH3:20])[CH2:21][CH3:22])([CH3:23])[CH3:24].[P:25]([O-:26])([O:27][CH2:28][CH3:29])[O:30][CH2:31][CH3:32]>>[Br:1][CH2:2][c:3]1[c:4]([F:14])[cH:5][c:6](-[c:9]2[n:10][o:11][cH:12][n:13]2)[cH:7][cH:8]1. Reactants: CC(C)Br, Oc1ccc(Br)cc1, O=C([O-])[O-], CN(C)C=O, [I-], [K+], [K+], [Na+], O. The product is CC(C)Oc1ccc(Br)cc1. As a reaction SMILES: [Br:17][CH:18]([CH3:19])[CH3:20].[Br:1][c:2]1[cH:3][cH:4][c:5]([OH:8])[cH:6][cH:7]1.[C:9](=[O:10])([O-:11])[O-:12].[CH3:22][N:23]([CH3:24])[CH:25]=[O:26].[I-:16].[K+:13].[K+:14].[Na+:15].[OH2:21]>>[Br:1][c:2]1[cH:3][cH:4][c:5]([O:8][CH:18]([CH3:19])[CH3:20])[cH:6][cH:7]1. The reactants are FC(C=1C=CC=C2C(=CC=NC12)OC1=CC=C(C=O)C=C1)(F)F (4-{[8-(trifluoromethyl)quinolin-4-yl]oxy}benzaldehyde), FC(C=1C=CC=C2C(=CC=NC12)OC1=CC=C(C=O)C=C1)(F)F (4-{[8-(Trifluoromethyl)quinolin-4-yl]oxy}benzaldehyde), [Cl-].[NH4+] (ammonium chloride), C(C)(=O)OCC (Ethyl acetate), CCCCCC.C[Si](C)(C)[N-][Si](C)(C)C.[Li+] (lithium bis(trimethylsilyl)amide hexane). Run in O1CCCC1 (tetrahydrofuran), O1CCCC1 (tetrahydrofuran). Run at temperature -78 celsius, time 1 hour. Product: OC(CC(=O)OCC)C1=CC=C(C=C1)OC1=CC=NC2=C(C=CC=C12)C(F)(F)F (Ethyl 3-hydroxy-3-(4{[8-(trifluoromethyl)quinolin-4-yl]oxy}phenyl)propionate). The yield is 84.2%. As a reaction SMILES: [C:1]([O:4][CH2:5][CH3:6])(=[O:3])[CH3:2].CCCCCC.C[Si]([N-][Si](C)(C)C)(C)C.[Li+].[F:23][C:24]([F:45])([F:44])[C:25]1[CH:26]=[CH:27][CH:28]=[C:29]2[C:34]=1[N:33]=[CH:32][CH:31]=[C:30]2[O:35][C:36]1[CH:43]=[CH:42][C:39]([CH:40]=[O:41])=[CH:38][CH:37]=1.[Cl-].[NH4+]>O1CCCC1>[OH:41][CH:40]([C:39]1[CH:42]=[CH:43][C:36]([O:35][C:30]2[C:29]3[C:34](=[C:25]([C:24]([F:45])([F:23])[F:44])[CH:26]=[CH:27][CH:28]=3)[N:33]=[CH:32][CH:31]=2)=[CH:37][CH:38]=1)[CH2:2][C:1]([O:4][CH2:5][CH3:6])=[O:3] |f:1.2.3,5.6|. Procedure details: Ethyl acetate (0.255 mL, 2.57 mmol) was dissolved in tetrahydrofuran (10 mL), and a 1 M lithium bis(trimethylsilyl)amide hexane solution (2.57 mL, 2.57 mmol) was added thereto at −78° C., and then, the resulting mixture was stirred under a nitrogen atmosphere at −78° C. for 1 hour. Thereafter, a tetrahydrofuran solution of 4-{[8-(trifluoromethyl)quinolin-4-yl]oxy}benzaldehyde (680 mg, 2.14 mmol) synthesized in (22A) was added thereto at −78° C., and the resulting mixture was stirred under a nitr... The yield is 75.0%. Procedure details: Similarly prepared as per compound 8 procedure, using starting materials 2-methyl-3-phenylpropanoic acid and compound 4 to obtained title compound as white solid (75%). 1H NMR (CDCl3, 400 MHz) δ 1.29 (d, J=6 Hz, 3H), 2.63 (q, J=6.4 Hz, 1H), 2.77 (dd, J1=16 Hz, J2=5.6 Hz, 1H), 3.02 (dd, J1=16 Hz, J2=9.2 Hz, 1H), 7.17-7.25 (m, 5H), 7.34-7.44 (m, 3H), 7.75 (s, 1H), 7.99 (d, J=4 Hz, 2H), 8.75 (s, 2H); 13C NMR (CDCl3, 100 MHz) δ 18.0, 40.9, 44.9, 110.9, 112.5, 120.0, 121.2, 126.7, 128.8, 129.1, 134.4... The reactants are compound 8, CC(C(=O)O)CC1=CC=CC=C1 (2-methyl-3-phenylpropanoic acid), NC=1C=CC2=C(N=C(O2)C2=CC=NC=C2)C1 (5-amino-2-(pyridine-4-yl) benzo[d]oxazole). The product is CC(C(=O)NC=1C=CC2=C(N=C(O2)C2=CC=NC=C2)C1)CC1=CC=CC=C1 (2-methyl-3-phenyl-N-(2-(pyridine-4-yl)benzo[d]oxazol-5-yl)propanamide). As a reaction SMILES: [CH3:1][CH:2]([CH2:6][C:7]1[CH:12]=[CH:11][CH:10]=[CH:9][CH:8]=1)[C:3]([OH:5])=O.[NH2:13][C:14]1[CH:15]=[CH:16][C:17]2[O:21][C:20]([C:22]3[CH:27]=[CH:26][N:25]=[CH:24][CH:23]=3)=[N:19][C:18]=2[CH:28]=1>>[CH3:1][CH:2]([CH2:6][C:7]1[CH:12]=[CH:11][CH:10]=[CH:9][CH:8]=1)[C:3]([NH:13][C:14]1[CH:15]=[CH:16][C:17]2[O:21][C:20]([C:22]3[CH:23]=[CH:24][N:25]=[CH:26][CH:27]=3)=[N:19][C:18]=2[CH:28]=1)=[O:5]. The solvent is ClCCl (dichloromethane), C1CCOC1 (THF). The reactants are ClC1=C(SC(=C1)C=1N(N=CN1)C)C1=C(N=C2N1N=C(C=C2)C)C (3-[3-chloro-5-(2-methyl-2H-[1,2,4]triazol-3-yl)-thiophen-2-yl]-2,6-dimethyl-imidazo[1,2-b]pyridazine), N-methoxy-N-methyl-butylamide, solution, [Li+].CC(C)[N-]C(C)C (LDA), CCCCCCC.C1CCOC1.C(C)C1=CC=CC=C1 (heptane THF ethyl benzene). As a reaction SMILES: [Cl:1][C:2]1[CH:6]=[C:5]([C:7]2[N:8]([CH3:12])[N:9]=[CH:10][N:11]=2)[S:4][C:3]=1[C:13]1[N:17]2[N:18]=[C:19]([CH3:22])[CH:20]=[CH:21][C:16]2=[N:15][C:14]=1[CH3:23].[Li+].CC([N-]C(C)C)C.CCCCCCC.[CH2:39]1[CH2:43][O:42][CH2:41][CH2:40]1.C(C1C=CC=CC=1)C>C1COCC1.ClCCl>[Cl:1][C:2]1[CH:6]=[C:5]([C:7]2[N:8]([CH3:12])[N:9]=[CH:10][N:11]=2)[S:4][C:3]=1[C:13]1[N:17]2[N:18]=[C:19]([CH3:22])[CH:20]=[C:21]([C:41](=[O:42])[CH2:40][CH2:39][CH3:43])[C:16]2=[N:15][C:14]=1[CH3:23] |f:1.2,3.4.5|. Yields the product ClC1=C(SC(=C1)C=1N(N=CN1)C)C1=C(N=C2N1N=C(C=C2C(CCC)=O)C)C (1-{3-[3-Chloro-5-(2-methyl-2H-[1,2,4]triazol-3-yl)-thiophen-2-yl]-2,6-dimethyl-imidazo[1,2-b]pyridazin-8-yl}-butan-1-one). Procedure details: A solution of 3-[3-chloro-5-(2-methyl-2H-[1,2,4]triazol-3-yl)-thiophen-2-yl]-2,6-dimethyl-imidazo[1,2-b]pyridazine (0.20 g, 0.58 mmol), N-methoxy-N-methyl-butylamide (Wolberg, M. et. al. Chem. Europ. J. 2001, 7, 4562) (0.084 g, 0.64 mmol) in THF (3 mL) is cooled to a −78° C., and a 2.0 M solution of LDA in heptane/THF/ethyl benzene (0.58 mL, 1.16 mmol) is added. The solution is warmed to ambient temperature, diluted with dichloromethane (20 mL), and washed with a sat. NH4Cl solution (15 mL). The... The yield is 46.6%. Reactants: CCCCOC(=O)c1nc(OC)c2ccccc2c1OCc1ccccc1, CCOC(C)=O. The product is CCCCOC(=O)c1nc(OC)c2ccccc2c1O. RXN SMILES: [CH2:1]([CH2:2][CH2:3][CH3:4])[O:5][C:6](=[O:7])[c:8]1[n:9][c:10]([O:26][CH3:27])[c:11]2[cH:12][cH:13][cH:14][cH:15][c:16]2[c:17]1[O:18][CH2:19][c:20]1[cH:21][cH:22][cH:23][cH:24][cH:25]1.[CH3:28][CH2:29][O:30][C:31]([CH3:32])=[O:33]>>[CH2:1]([CH2:2][CH2:3][CH3:4])[O:5][C:6](=[O:7])[c:8]1[n:9][c:10]([O:26][CH3:27])[c:11]2[cH:12][cH:13][cH:14][cH:15][c:16]2[c:17]1[OH:18]. Reactants: FC(F)(F)c1cccc(Br)c1, O=C1CCCN(Cc2ccccc2)C1, CCOCC, I, [Mg]. Product: OC1(c2cccc(C(F)(F)F)c2)CCCN(Cc2ccccc2)C1. RXN SMILES: [Br:3][c:4]1[cH:5][c:6]([C:10]([F:11])([F:12])[F:13])[cH:7][cH:8][cH:9]1.[CH2:14]([c:15]1[cH:16][cH:17][cH:18][cH:19][cH:20]1)[N:21]1[CH2:22][C:23](=[O:27])[CH2:24][CH2:25][CH2:26]1.[CH2:28]([O:29][CH2:30][CH3:31])[CH3:32].[I:2].[Mg:1]>>[c:4]1([C:23]2([OH:27])[CH2:22][N:21]([CH2:14][c:15]3[cH:16][cH:17][cH:18][cH:19][cH:20]3)[CH2:26][CH2:25][CH2:24]2)[cH:5][c:6]([C:10]([F:11])([F:12])[F:13])[cH:7][cH:8][cH:9]1. Starting materials: C(CCC)[Li] (butyllithium), C(C)(C)NC(C)C (diisopropylamine), O1CCCC1 (tetrahydrofuran), ClC(=O)OCC (ethyl chloroformate), ice water, C1(CCCC1)C(=O)O (cyclopentanecarboxylic acid), Cl (hydrochloric acid). Conditions: temperature -70 celsius, time 15 minute. Yields the product C(C1=CC=CC=C1)NC(=O)C1(CCCC1)C(=O)O (1-Benzylaminocarbonylcyclopentanecarboxylic acid). RXN SMILES: [CH2:1]([Li])[CH2:2][CH2:3][CH3:4].C([NH:9][CH:10](C)C)(C)C.[CH:13]1([C:18]([OH:20])=[O:19])[CH2:17][CH2:16][CH2:15][CH2:14]1.ClC(OCC)=[O:23].Cl.O1[CH2:32][CH2:31][CH2:30]C1>>[CH2:1]([NH:9][C:10]([C:13]1([C:18]([OH:20])=[O:19])[CH2:17][CH2:16][CH2:15][CH2:14]1)=[O:23])[C:2]1[CH:30]=[CH:31][CH:32]=[CH:4][CH:3]=1. Procedure: 480 mmol of butyllithium are added to 480 mmol of diisopropylamine in 600 ml of anhydrous tetrahydrofuran (THF), under argon, at -70° C. After stirring for 15 minutes at -70° C., 240 mmol of cyclopentanecarboxylic acid are added dropwise. After warming to room temperature, the mixture is heated for one hour at 50° C. The reaction medium is then cooled to -70° C. and 260 mmol of ethyl chloroformate are added. The solution is stirred for 20 minutes and then poured into ice-water. The medium is aci... Solvent: C(C)OCC (ethyl ether), C(C)OCC (ethyl ether), C(C)OCC (ethyl ether). Starting materials: NC1=CC=CC=C1 (aniline), O1C(C(=O)O)C1C(=O)O.C(C)[K] (monoethyl potassium epoxysuccinate), C(C(=O)Cl)(=O)Cl (oxalyl chloride). Product: C1(=CC=CC=C1)NC(C1C(C(=O)OCC)O1)=O (ethyl N-phenyl-2,3-epoxysuccinamate). Isolated yield 50.1%. RXN SMILES: [O:1]1[CH:6]([C:7]([OH:9])=[O:8])[CH:2]1[C:3]([OH:5])=O.[CH2:10]([K])[CH3:11].C(Cl)(=O)C(Cl)=O.[NH2:19][C:20]1[CH:25]=[CH:24][CH:23]=[CH:22][CH:21]=1>C(OCC)C>[C:20]1([NH:19][C:3](=[O:5])[CH:2]2[O:1][CH:6]2[C:7]([O:9][CH2:10][CH3:11])=[O:8])[CH:25]=[CH:24][CH:23]=[CH:22][CH:21]=1 |f:0.1|. Procedure details: To a suspension of monoethyl potassium epoxysuccinate (1.7 g) in ethyl ether (30 ml), oxalyl chloride (1.2 g) in ethyl ether was added dropwise with stirring under ice-cooling and the mixture was stirred for an hour at room temperature. To the reaction mixture, aniline (1.6 g) in ethyl ether was added dropwise with stirring under ice-cooling, and the mixture was stirred at room temperature for an hour. The precipitate produced was filtered off and the filtrate was washed with a saturated aqueous...